From a dataset of the Open Reaction Database (ORD), a public repository of structured organic reaction records. describe an organic reaction: reactants, conditions, products, and yield The product is O=[N+]([O-])c1sc(Br)cc1C=NO. Reactants: O=Cc1cc(Br)sc1[N+](=O)[O-], CC(=O)[O-], CCO, Cl, NO, [Na+]. Reaction SMILES: [Br:1][c:2]1[cH:3][c:4]([CH:10]=[O:11])[c:5]([N+:7](=[O:8])[O-:9])[s:6]1.[CH3:16][C:17](=[O:18])[O-:19].[CH3:20][CH2:21][OH:22].[ClH:12].[NH2:13][OH:14].[Na+:15]>>[Br:1][c:2]1[cH:3][c:4]([CH:10]=[N:13][OH:14])[c:5]([N+:7](=[O:8])[O-:9])[s:6]1. Starting materials: Cl (Hydrochloric acid), CN(CCCNC(=O)OCC1=C(C=CC=C1)N(C=O)CCCCCCCCCCCCCC)C ([2-[[N-[3-(dimethylamino)propyl]carbamoyloxy]methyl]phenyl]-N-tetradecylformamide). The solvent is C(C)(=O)OCC (ethyl acetate), C(C)(=O)OCC (ethyl acetate). Run at time 15 minute. Product: Cl.CN(CCCNC(=O)OCC1=C(C=CC=C1)N(C=O)CCCCCCCCCCCCCC)C ([2-[[N-[3-(Dimethylamino)propyl]carbamoyloxy]methyl]phenyl]-N -tetradecylformamide hydrochloride). Reaction SMILES: [ClH:1].[CH3:2][N:3]([CH3:35])[CH2:4][CH2:5][CH2:6][NH:7][C:8]([O:10][CH2:11][C:12]1[CH:17]=[CH:16][CH:15]=[CH:14][C:13]=1[N:18]([CH2:21][CH2:22][CH2:23][CH2:24][CH2:25][CH2:26][CH2:27][CH2:28][CH2:29][CH2:30][CH2:31][CH2:32][CH2:33][CH3:34])[CH:19]=[O:20])=[O:9]>C(OCC)(=O)C>[ClH:1].[CH3:35][N:3]([CH3:2])[CH2:4][CH2:5][CH2:6][NH:7][C:8]([O:10][CH2:11][C:12]1[CH:17]=[CH:16][CH:15]=[CH:14][C:13]=1[N:18]([CH2:21][CH2:22][CH2:23][CH2:24][CH2:25][CH2:26][CH2:27][CH2:28][CH2:29][CH2:30][CH2:31][CH2:32][CH2:33][CH3:34])[CH:19]=[O:20])=[O:9] |f:3.4|. Procedure: 4N Hydrochloric acid--ethyl acetate solution (0.12 ml) was added to a solution of [2-[[N-[3-(dimethylamino)propyl]carbamoyloxy]methyl]phenyl]-N-tetradecylformamide (0.200 g) in ethyl acetate (2 ml) at room temperature. After being stirred for 15 minutes, the reaction mixture was concentrated. The residue was recrystallized from ethyl acetate, thereby yielding 0.197 g of the aimed compound as white crystals.